Dataset: the Open Reaction Database (ORD), a public repository of structured organic reaction records. Task: describe an organic reaction: reactants, conditions, products, and yield The reactants are COC(=O)c1n[nH]c(C(=O)OC)c1OCc1ccccc1, CCOC(C)=O, CN(C)N, Cl, O. Yields the product COC(=O)c1[nH]nc(C(=O)O)c1OCc1ccccc1. As a reaction SMILES: [CH2:1]([c:2]1[cH:3][cH:4][cH:5][cH:6][cH:7]1)[O:8][c:9]1[c:10]([C:18](=[O:19])[O:20][CH3:21])[n:11][nH:12][c:13]1[C:14](=[O:15])[O:16][CH3:17].[CH3:23][CH2:24][O:25][C:26](=[O:27])[CH3:28].[CH3:29][N:30]([CH3:31])[NH2:32].[ClH:22].[OH2:33]>>[CH2:1]([c:2]1[cH:3][cH:4][cH:5][cH:6][cH:7]1)[O:8][c:9]1[c:10]([C:18](=[O:19])[O:20][CH3:21])[nH:11][n:12][c:13]1[C:14](=[O:15])[OH:16]. Starting materials: bromotris(pyrrolydino)phophonium hexafluorophosphate, Cl.Cl.FC(C=1C=NC=2CCNCC2C1)(F)F (3-(trifluoromethyl)-5,6,7,8-tetrahydro-1,6-naphthyridine dihydrochloride), C(C)(C)(C)OC(=O)N[C@H]1C[C@](CC1)(C(=O)O)C(C)C ((1S,3R)-3-[(tert-butoxycarbonyl)amino]-1-isopropylcyclopentanecarboxylic acid), C(C)(C)N(CC)C(C)C (diisopropylethylamine). The reagents and catalysts are CN(C1=CC=NC=C1)C (4-dimethylaminopyridine). Run in ClCCl (dichloromethane), ClCCl (dichloromethane). Conditions: time 8 hour. Yields the product C(C)(C)[C@]1(C[C@@H](CC1)NC(OC(C)(C)C)=O)C(=O)N1CC=2C=C(C=NC2CC1)C(F)(F)F (tert-Butyl ((1R,3S)-3-Isopropyl-3-{[3-(trifluoromethyl)-7,8-dihydro-1,6-naphthyridin-6(5H)-yl]carbonyl}cyclopentyl)carbamate). Yield: 114.7%. RXN SMILES: Cl.Cl.[F:3][C:4]([F:16])([F:15])[C:5]1[CH:6]=[N:7][C:8]2[CH2:9][CH2:10][NH:11][CH2:12][C:13]=2[CH:14]=1.[C:17]([O:21][C:22]([NH:24][C@@H:25]1[CH2:29][CH2:28][C@:27]([CH:33]([CH3:35])[CH3:34])([C:30](O)=[O:31])[CH2:26]1)=[O:23])([CH3:20])([CH3:19])[CH3:18].C(N(C(C)C)CC)(C)C>ClCCl.CN(C)C1C=CN=CC=1>[CH:33]([C@:27]1([C:30]([N:11]2[CH2:10][CH2:9][C:8]3[N:7]=[CH:6][C:5]([C:4]([F:15])([F:3])[F:16])=[CH:14][C:13]=3[CH2:12]2)=[O:31])[CH2:28][CH2:29][C@@H:25]([NH:24][C:22](=[O:23])[O:21][C:17]([CH3:19])([CH3:18])[CH3:20])[CH2:26]1)([CH3:35])[CH3:34] |f:0.1.2|. Procedure: To a solution of 3-(trifluoromethyl)-5,6,7,8-tetrahydro-1,6-naphthyridine dihydrochloride (159 mg, 0.574 mmol) of Step A-1, (1S,3R)-3-[(tert-butoxycarbonyl)amino]-1-isopropylcyclopentanecarboxylic acid (0.21 g, 0.79 mmol) of Step A-4 in Example 1 in dichloromethane (10 mL) were added 4-dimethylaminopyridine (38 mg, 0.32 mmol) and diisopropylethylamine (180 mg, 1.4 mmol) followed by bromotris(pyrrolydino)phophonium hexafluorophosphate (270 mg, 0.57 mmol). After being stirred overnight at room tem...